From a dataset of the Open Reaction Database (ORD), a public repository of structured organic reaction records. describe an organic reaction: reactants, conditions, products, and yield Reactants: NC[C@@H]1[C@H]2C[C@H]2CN1C(=O)C=1N=C(SC1C=1C=C(C=CC1)C)C (((1S,2S,5R)-2-Aminomethyl-3-aza-bicyclo[3.1.0]hex-3-yl)-(2-methyl-5-m-tolyl-thiazol-4-yl)-methanone), COC1=C(C=C(C(=O)O)C=C1)C (4-Methoxy-3-methyl-benzoic acid). The product is COC1=C(C=C(C(=O)NC[C@@H]2[C@H]3C[C@H]3CN2C(=O)C=2N=C(SC2C=2C=C(C=CC2)C)C)C=C1)C (4-Methoxy-3-methyl-N-[(1S,2S,5R)-3-(2-methyl-5-m-tolyl-thiazole-4-carbonyl)-3-aza-bicyclo[3.1.0]hex-2-ylmethyl]-benzamide). As a reaction SMILES: [NH2:1][CH2:2][C@H:3]1[N:8]([C:9]([C:11]2[N:12]=[C:13]([CH3:23])[S:14][C:15]=2[C:16]2[CH:17]=[C:18]([CH3:22])[CH:19]=[CH:20][CH:21]=2)=[O:10])[CH2:7][C@H:6]2[C@@H:4]1[CH2:5]2.[CH3:24][O:25][C:26]1[CH:34]=[CH:33][C:29]([C:30](O)=[O:31])=[CH:28][C:27]=1[CH3:35]>>[CH3:24][O:25][C:26]1[CH:34]=[CH:33][C:29]([C:30]([NH:1][CH2:2][C@H:3]2[N:8]([C:9]([C:11]3[N:12]=[C:13]([CH3:23])[S:14][C:15]=3[C:16]3[CH:17]=[C:18]([CH3:22])[CH:19]=[CH:20][CH:21]=3)=[O:10])[CH2:7][C@H:6]3[C@@H:4]2[CH2:5]3)=[O:31])=[CH:28][C:27]=1[CH3:35]. Reported procedure: prepared by reaction of ((1S,2S,5R)-2-Aminomethyl-3-aza-bicyclo[3.1.0]hex-3-yl)-(2-methyl-5-m-tolyl-thiazol-4-yl)-methanone with 4-Methoxy-3-methyl-benzoic acid.